Dataset: the Open Reaction Database (ORD), a public repository of structured organic reaction records. Task: describe an organic reaction: reactants, conditions, products, and yield Starting materials: [H-].[Na+] (sodium hydride), BrC=1C=NNC1 (4-bromo-1H-pyrazole), C(C1=CC=CC=C1)(C1=CC=CC=C1)(C1=CC=CC=C1)Cl (trityl chloride). Run in C(C)(=O)OCC (ethyl acetate), O1CCCC1 (tetrahydrofuran). Run at time 1 hour. Yields the product BrC=1C=NN(C1)C(C1=CC=CC=C1)(C1=CC=CC=C1)C1=CC=CC=C1 (4-bromo-1-trityl-1H-pyrazole). Yield: 94.4%. RXN SMILES: [Br:1][C:2]1[CH:3]=[N:4][NH:5][CH:6]=1.[H-].[Na+].[C:9](Cl)([C:22]1[CH:27]=[CH:26][CH:25]=[CH:24][CH:23]=1)([C:16]1[CH:21]=[CH:20][CH:19]=[CH:18][CH:17]=1)[C:10]1[CH:15]=[CH:14][CH:13]=[CH:12][CH:11]=1>O1CCCC1.C(OCC)(=O)C>[Br:1][C:2]1[CH:3]=[N:4][N:5]([C:9]([C:10]2[CH:15]=[CH:14][CH:13]=[CH:12][CH:11]=2)([C:22]2[CH:23]=[CH:24][CH:25]=[CH:26][CH:27]=2)[C:16]2[CH:17]=[CH:18][CH:19]=[CH:20][CH:21]=2)[CH:6]=1 |f:1.2|. Reported procedure: A suspension of 4-bromo-1H-pyrazole (10 g) in tetrahydrofuran (230 ml) was stirred for 1 hr at room temperature. While argon gas was provided, sodium hydride was slowly added at 0° C. to the suspension, followed by stirring for 30 min and then for an additional 30 min at room temperature. Then, trityl chloride (22.8 g) was slowly added at 0° C. to the suspension with stirring for 20 min. Further stirring was conducted for 3 hrs at room temperature before the reaction was terminated. Following th...